This data is from the Open Reaction Database (ORD), a public repository of structured organic reaction records. The task is: describe an organic reaction: reactants, conditions, products, and yield The reactants are C(C)OC(=O)C=1NC2=CC(=C(C=C2C1)SC#N)C(C)(C)C (6-tert-butyl-5-thiocyanato-1H-indole-2-carboxylic acid ethyl ester), CO (MeOH), S.[Na] (sodium hydrogen sulfide), [BH4-].[Na+] (sodium borohydride). The solvent is CC(=O)O (AcOH). The product is C(C)OC(=O)C=1NC2=CC(=C(C=C2C1)S)C(C)(C)C (6-tert-Butyl-5-mercapto-1H-indole-2-carboxylic acid ethyl ester). Reaction SMILES: [CH2:1]([O:3][C:4]([C:6]1[NH:7][C:8]2[C:13]([CH:14]=1)=[CH:12][C:11]([S:15]C#N)=[C:10]([C:18]([CH3:21])([CH3:20])[CH3:19])[CH:9]=2)=[O:5])[CH3:2].S.[Na].[BH4-].[Na+].CO>CC(O)=O>[CH2:1]([O:3][C:4]([C:6]1[NH:7][C:8]2[C:13]([CH:14]=1)=[CH:12][C:11]([SH:15])=[C:10]([C:18]([CH3:19])([CH3:21])[CH3:20])[CH:9]=2)=[O:5])[CH3:2] |f:1.2,3.4,^1:22|. Reported procedure: The title compound was prepared according to the general Method 14b using (6-tert-butyl-5-thiocyanato-1H-indole-2-carboxylic acid ethyl ester (prepared in Example ZZ; 0.25 g, 0.83 mmol), sodium hydrogen sulfide (0.13 g, 2.48 mmol), sodium borohydride (0.188 g, 4.98 mmol), MeOH (5 mL), and AcOH (1 mL). MS(APCI): 278 (M+H).